From a dataset of the Open Reaction Database (ORD), a public repository of structured organic reaction records. describe an organic reaction: reactants, conditions, products, and yield Reactants: COc1cc(Br)cc([N+](=O)[O-])c1C, [CH2]C, CC(=O)O, [Fe]. Yields the product COc1cc(Br)cc(N)c1C. Reaction SMILES: [Br:1][c:2]1[cH:3][c:4]([O:12][CH3:13])[c:5]([CH3:11])[c:6]([N+:8]([O-:9])=[O:10])[cH:7]1.[CH2:14][CH3:15].[CH3:17][C:18](=[O:19])[OH:20].[Fe:16]>>[Br:1][c:2]1[cH:3][c:4]([O:12][CH3:13])[c:5]([CH3:11])[c:6]([NH2:8])[cH:7]1. Starting materials: O.NC1=NC(=NC(=C1)O)S (4-amino-6-hydroxy-2-mercaptopyrimidine monohydrate), ClC1=C(CBr)C=CC=C1Cl (2,3-dichlorobenzyl bromide). Yields the product NC1=CC(NC(=N1)SCC1=C(C(=CC=C1)Cl)Cl)=O (6-Amino-2-[(2,3-dichlorobenzyl)thio]pyrimidin-4(3H)-one). RXN SMILES: O.[NH2:2][C:3]1[CH:8]=[C:7]([OH:9])[N:6]=[C:5]([SH:10])[N:4]=1.[Cl:11][C:12]1[C:19]([Cl:20])=[CH:18][CH:17]=[CH:16][C:13]=1[CH2:14]Br>>[NH2:2][C:3]1[N:4]=[C:5]([S:10][CH2:14][C:13]2[CH:16]=[CH:17][CH:18]=[C:19]([Cl:20])[C:12]=2[Cl:11])[NH:6][C:7](=[O:9])[CH:8]=1 |f:0.1|. Reported procedure: The subtitle compound was prepared according to the procedure of Example 1 step i) treating 4-amino-6-hydroxy-2-mercaptopyrimidine monohydrate (2.22 g) with 2,3-dichlorobenzyl bromide (3.30 g) to afford the subtitle compound as a white solid. Yield: 3.25 g. The reactants are C=C(CCCC1CCCCC1)C(=O)OCC, ClCCl, O=C(OO)c1cccc(Cl)c1. The product is CCOC(=O)C1(CCCC2CCCCC2)CO1. RXN SMILES: [CH2:1]([CH3:2])[O:3][C:4]([C:5]([CH2:6][CH2:7][CH2:8][CH:9]1[CH2:10][CH2:11][CH2:12][CH2:13][CH2:14]1)=[CH2:15])=[O:16].[CH2:28]([Cl:29])[Cl:30].[Cl:17][c:18]1[cH:19][cH:20][cH:21][c:22]([C:23]([O:24][OH:26])=[O:25])[cH:27]1>>[CH2:1]([CH3:2])[O:3][C:4]([C:5]1([CH2:6][CH2:7][CH2:8][CH:9]2[CH2:10][CH2:11][CH2:12][CH2:13][CH2:14]2)[CH2:15][O:25]1)=[O:16]. The reactants are Cc1c(Br)cccc1-c1cccnc1, CCN(C(C)C)C(C)C, C1COCCO1, O=C(C=Cc1ccccc1)C=Cc1ccccc1, O=C(C=Cc1ccccc1)C=Cc1ccccc1, O=C(C=Cc1ccccc1)C=Cc1ccccc1, [Pd], [Pd], SCc1ccccc1. Product: Cc1c(SCc2ccccc2)cccc1-c1cccnc1. As a reaction SMILES: [Br:1][c:2]1[c:3]([CH3:14])[c:4](-[c:8]2[cH:9][n:10][cH:11][cH:12][cH:13]2)[cH:5][cH:6][cH:7]1.[CH:15]([N:16]([CH2:17][CH3:18])[CH:19]([CH3:20])[CH3:21])([CH3:22])[CH3:23].[O:32]1[CH2:33][CH2:34][O:35][CH2:36][CH2:37]1.[O:40]=[C:41]([CH:42]=[CH:43][c:44]1[cH:45][cH:46][cH:47][cH:48][cH:49]1)[CH:50]=[CH:51][c:52]1[cH:53][cH:54][cH:55][cH:56][cH:57]1.[O:58]=[C:59]([CH:60]=[CH:61][c:62]1[cH:63][cH:64][cH:65][cH:66][cH:67]1)[CH:68]=[CH:69][c:70]1[cH:71][cH:72][cH:73][cH:74][cH:75]1.[O:76]=[C:77]([CH:78]=[CH:79][c:80]1[cH:81][cH:82][cH:83][cH:84][cH:85]1)[CH:86]=[CH:87][c:88]1[cH:89][cH:90][cH:91][cH:92][cH:93]1.[Pd:38].[Pd:39].[c:24]1([CH2:30][SH:31])[cH:25][cH:26][cH:27][cH:28][cH:29]1>>[c:2]1([S:31][CH2:30][c:24]2[cH:25][cH:26][cH:27][cH:28][cH:29]2)[c:3]([CH3:14])[c:4](-[c:8]2[cH:9][n:10][cH:11][cH:12][cH:13]2)[cH:5][cH:6][cH:7]1. Starting materials: CC(C)O (2-propanol), CC(=O)C (acetone), CCO[Si](OCC)(OCC)OCC (TEOS), C1(=CC=CC=C1)[Si](OCC)(OCC)OCC (phenyltriethoxysilane), [N+](=O)(O)[O-] (nitric acid), CC(=O)C (acetone), CC(C)O (2-propanol), C(C)O (ethanol), C(CCC)O (Butanol). Run in O (water), O (water). The product is C1(=CC=CC=C1)[Si](OCCC)(OCCC)OCCC (Phenyltripropoxysilane). RXN SMILES: C[CH:2]([OH:4])[CH3:3].[CH3:5][C:6]([CH3:8])=O.[CH3:9]CO[Si](OCC)(OCC)OCC.[C:22]1([Si:28](OCC)(OCC)[O:29]CC)[CH:27]=[CH:26][CH:25]=[CH:24][CH:23]=1.[N+]([O-])(O)=O.[CH2:42]([OH:46])[CH2:43][CH2:44]C.C(O)C>O>[C:22]1([Si:28]([O:4][CH2:2][CH2:3][CH3:9])([O:46][CH2:42][CH2:43][CH3:44])[O:29][CH2:5][CH2:6][CH3:8])[CH:27]=[CH:26][CH:25]=[CH:24][CH:23]=1. Procedure details: In a 1-liter flask 297 grams (4.798 moles) 2-propanol, 148 grams (2.558 moles) acetone, 123 grams (0.593 moles) TEOS, 104 grams (0.432 moles) phenyltriethoxysilane, 0.6 grams 0.1 M nitric acid and 72 grams (3.716 moles) deionized water were combined. The flask was refluxed for 4 hours. To the solution, 57 grams (0.769 moles) of Butanol, 88 grams (1.422 moles) 2-propanol, 44 grams (0.758 moles) of acetone, 59 grams (1.227 moles) of ethanol, 9.5 grams (0.528 moles) deionized water were added. Starting materials: CCCCO, CN1CCN(c2ccc(N)cc2)CC1, CO, Cl, Clc1ncc(Br)c(Nc2ccccc2)n1. Product: CN1CCN(c2ccc(Nc3ncc(Br)c(Nc4ccccc4)n3)cc2)CC1. RXN SMILES: [CH2:33]([OH:34])[CH2:35][CH2:36][CH3:37].[CH3:2][N:3]1[CH2:4][CH2:5][N:6]([c:9]2[cH:10][cH:11][c:12]([NH2:13])[cH:14][cH:15]2)[CH2:7][CH2:8]1.[CH3:31][OH:32].[ClH:1].[NH:16]([c:17]1[cH:18][cH:19][cH:20][cH:21][cH:22]1)[c:23]1[n:24][c:25]([Cl:30])[n:26][cH:27][c:28]1[Br:29]>>[CH3:2][N:3]1[CH2:4][CH2:5][N:6]([c:9]2[cH:10][cH:11][c:12]([NH:13][c:25]3[n:24][c:23]([NH:16][c:17]4[cH:18][cH:19][cH:20][cH:21][cH:22]4)[c:28]([Br:29])[cH:27][n:26]3)[cH:14][cH:15]2)[CH2:7][CH2:8]1. Starting materials: Cl (HCl), N1CCC(CC1)OC=1C=NC=CC1 (3-(4-piperidinyloxy)pyridine). Product: Cl.Cl.N1CCC(CC1)OC=1C=NC=CC1 (3-(4-Piperidinyloxy)pyridine Dihydrochloride). Isolated yield 63.7%. Reaction SMILES: [ClH:1].[NH:2]1[CH2:7][CH2:6][CH:5]([O:8][C:9]2[CH:10]=[N:11][CH:12]=[CH:13][CH:14]=2)[CH2:4][CH2:3]1>>[ClH:1].[ClH:1].[NH:2]1[CH2:7][CH2:6][CH:5]([O:8][C:9]2[CH:10]=[N:11][CH:12]=[CH:13][CH:14]=2)[CH2:4][CH2:3]1 |f:2.3.4|. Procedure: Concentrated HCl (2 mL) was added to 3-(4-piperidinyloxy)pyridine (260 mg, 1.459 mmol), and the resulting solution was concentrated by rotary evaporation. Ethanol was added to the residue and removed by rotary evaporation to dry the product. The procedure was repeated several times until a solid was obtained. The resulting material was recrystallized from 2-propanol. The solids were filtered and dried under vacuum to afford 233 mg (63.7%) of an off-white solid, mp 152-155° C. The compound exhibi...